This data is from the Open Reaction Database (ORD), a public repository of structured organic reaction records. The task is: describe an organic reaction: reactants, conditions, products, and yield Reactants: [S] (sulfur), ( 9 ), S (hydrogen sulfide), solution ( 25 ), S(=S)(=O)([O-])[O-] (thiosulfate), ( 10 ), mixture ( 36 ), polysulfide, ( 15 ), N (ammonia), tertiary amine, S (hydrogen sulfide), S (hydrogen sulfide), ( 15 ), S(=O)(=O)([O-])[O-] (sulfate), S(=S)(=O)([O-])[O-] (thiosulfate), [S] (sulfur), [S] (sulfur), S(=O)(=O)([O-])[O-] (sulfate), polysulfide, polysulfide, tertiary amine, S (hydrogen sulfide), liquid ( 26 ), ( 11 ). Yields the product S(=O)(=O)([O-])[O-].[NH4+].[NH4+] (ammonium sulfate), S(=S)(=O)([O-])[O-].[NH4+].[NH4+] (ammonium thiosulfate). RXN SMILES: S.[S].[S:3]([O-:7])([O-:6])(=[O:5])=[O:4].[S:8]([O-:12])([O-:11])(=[O:10])=[S:9].[NH3:13]>>[S:3]([O-:7])([O-:6])(=[O:5])=[O:4].[NH4+:13].[NH4+:13].[S:8]([O-:12])([O-:11])(=[O:10])=[S:9].[NH4+:13].[NH4+:13] |f:5.6.7,8.9.10,^3:1|. Procedure: A process is provided for the removal of hydrogen sulfide out of a gaseous stream (22), such as a natural gas, by contacting the hydrogen sulfide containing gas with a sorbing liquid (26) containing a tertiary amine so that the hydrogen sulfide is sorbed into the liquid in absorber (11) and transferring the sorbing liquid/hydrogen sulfide mixture to a reactor (15) where the tertiary amine promotes the conversion of the hydrogen sulfide into polysulfide via reaction with sulfur; transferring the ...